From a dataset of the Open Reaction Database (ORD), a public repository of structured organic reaction records. describe an organic reaction: reactants, conditions, products, and yield Reactants: COC(=O)CBr, O=C([O-])[O-], c1ccc2c(c1)CCN2, CN(C)C=O, [K+], [K+], O. Product: COC(=O)CN1CCc2ccccc21. RXN SMILES: [Br:1][CH2:2][C:3](=[O:4])[O:5][CH3:6].[C:21](=[O:22])([O-:23])[O-:24].[CH2:7]1[CH2:8][c:9]2[cH:10][cH:11][cH:12][cH:13][c:14]2[NH:15]1.[CH3:16][N:17]([CH3:18])[CH:19]=[O:20].[K+:25].[K+:26].[OH2:27]>>[CH2:2]([C:3](=[O:4])[O:5][CH3:6])[N:15]1[CH2:7][CH2:8][c:9]2[cH:10][cH:11][cH:12][cH:13][c:14]21.